From a dataset of the Open Reaction Database (ORD), a public repository of structured organic reaction records. describe an organic reaction: reactants, conditions, products, and yield Starting materials: O=C(OCCOCCn1ccc2ncnc(Cl)c21)c1ccccc1, O=C([O-])O, CN1CCCC1=O, Nc1ccc(OCc2cccc(F)c2)c(Cl)c1, [Na+]. The product is O=C(OCCOCCn1ccc2ncnc(Nc3ccc(OCc4cccc(F)c4)c(Cl)c3)c21)c1ccccc1. As a reaction SMILES: [C:1]([c:2]1[cH:3][cH:4][cH:5][cH:6][cH:7]1)(=[O:8])[O:9][CH2:10][CH2:11][O:12][CH2:13][CH2:14][n:15]1[cH:16][cH:17][c:18]2[n:19][cH:20][n:21][c:22]([Cl:24])[c:23]12.[C:49](=[O:50])([O-:51])[OH:52].[CH3:42][N:43]1[CH2:44][CH2:45][CH2:46][C:47]1=[O:48].[Cl:25][c:26]1[cH:27][c:28]([NH2:29])[cH:30][cH:31][c:32]1[O:33][CH2:34][c:35]1[cH:36][c:37]([F:41])[cH:38][cH:39][cH:40]1.[Na+:53]>>[C:1]([c:2]1[cH:3][cH:4][cH:5][cH:6][cH:7]1)(=[O:8])[O:9][CH2:10][CH2:11][O:12][CH2:13][CH2:14][n:15]1[cH:16][cH:17][c:18]2[n:19][cH:20][n:21][c:22]([NH:29][c:28]3[cH:27][c:26]([Cl:25])[c:32]([O:33][CH2:34][c:35]4[cH:36][c:37]([F:41])[cH:38][cH:39][cH:40]4)[cH:31][cH:30]3)[c:23]12. The product is Cc1nc(CN2C(=O)C3(COc4cc5c(cc43)OCO5)c3ccccc32)c(C(F)(F)F)o1. The reactants are CCCCP(CCCC)CCCC, Cc1nc(CO)c(C(F)(F)F)o1, O=C1Nc2ccccc2C12COc1cc3c(cc12)OCO3, C1CCOC1. As a reaction SMILES: [CH2:34]([P:35]([CH2:36][CH2:37][CH2:38][CH3:39])[CH2:40][CH2:41][CH2:42][CH3:43])[CH2:44][CH2:45][CH3:46].[CH3:22][c:23]1[o:24][c:25]([C:30]([F:31])([F:32])[F:33])[c:26]([CH2:28][OH:29])[n:27]1.[NH:1]1[C:2](=[O:21])[C:3]2([CH2:4][O:5][c:6]3[c:7]2[cH:8][c:9]2[c:10]([cH:14]3)[O:11][CH2:12][O:13]2)[c:15]2[cH:16][cH:17][cH:18][cH:19][c:20]21.[O:47]1[CH2:48][CH2:49][CH2:50][CH2:51]1>>[N:1]1([CH2:28][c:26]2[c:25]([C:30]([F:31])([F:32])[F:33])[o:24][c:23]([CH3:22])[n:27]2)[C:2](=[O:21])[C:3]2([CH2:4][O:5][c:6]3[c:7]2[cH:8][c:9]2[c:10]([cH:14]3)[O:11][CH2:12][O:13]2)[c:15]2[cH:16][cH:17][cH:18][cH:19][c:20]21. Starting materials: CC1=C(O)C=C(C(=C1C)O)C (2,3,5-trimethylhydroquinone), C1=CC=C(C=C1)CBr (BnBr), C(=O)([O-])[O-].[K+].[K+] (K2CO3), C1=CC=C(C=C1)CBr (BnBr), C(=O)([O-])[O-].[K+].[K+] (K2CO3). Run in CN(C)C=O (DMF). Run at temperature 60 celsius, time 8 hour. The product is C(C1=CC=CC=C1)OC1=CC(=C(C(=C1C)C)OCC1=CC=CC=C1)C (1,4-bis(benzyloxy)-3,5,6-trimethylbenzene). Yield: 161.2%. Reaction SMILES: [CH3:1][C:2]1[C:8]([CH3:9])=[C:7](O)[C:6]([CH3:11])=[CH:5][C:3]=1[OH:4].[CH:12]1[CH:17]=[CH:16][C:15]([CH2:18]Br)=[CH:14][CH:13]=1.[C:20]([O-:23])([O-])=O.[K+].[K+]>CN(C=O)C>[CH2:18]([O:4][C:3]1[C:2]([CH3:1])=[C:8]([CH3:9])[C:7]([O:23][CH2:20][C:2]2[CH:8]=[CH:7][CH:6]=[CH:5][CH:3]=2)=[C:6]([CH3:11])[CH:5]=1)[C:15]1[CH:16]=[CH:17][CH:12]=[CH:13][CH:14]=1 |f:2.3.4|. Procedure details: A solution of 2,3,5-trimethylhydroquinone (15.2 g, 100 mmol) in DMF (150 mL) was treated with BnBr (35.7 mL, 51.6 g, 300 mmol, 3 equiv.) and anhydrous K2CO3 (55.3 g, 400 mmol, 4 equiv.). The brown suspension was heated to 60° C. for 48 h at which time the reaction was judged incomplete by HPLC. Additional BnBr (37 mL, 300 mmol, 3 equiv.) and K2CO3 (50 g, 362 mmol, 3.6 equiv.) were added and heated to 60° C. for an additional 48 h. The reaction was cooled, filtered through Celite, the filter cake... Reactants: C(C)(C)(C)C1=C(C=CC(=C1)C(C)(C)C)O (2,4-di-tert-butylphenol), Cl (hydrochloric acid), CC1(CC(CC(C1)C)=O)C (3,3,5-trimethylcyclohexanone), Cl (hydrochloric acid). Solvent: CCCCCC (hexane). Reaction conditions: time 24 hour. Product: C(C)(C)(C)C1=C(C(=CC(=C1)C(C)(C)C)C1=CC(CC(C1)(C)C)C)O (2,4-di-tert-butyl-6-(3,5,5-trimethylcyclohexen-1-yl)phenol). Isolated yield 43.0%. RXN SMILES: [C:1]([C:5]1[CH:10]=[C:9]([C:11]([CH3:14])([CH3:13])[CH3:12])[CH:8]=[CH:7][C:6]=1[OH:15])([CH3:4])([CH3:3])[CH3:2].[CH3:16][C:17]1([CH3:25])[CH2:22][CH:21]([CH3:23])[CH2:20][C:19](=O)[CH2:18]1.Cl>CCCCCC>[C:1]([C:5]1[CH:10]=[C:9]([C:11]([CH3:14])([CH3:13])[CH3:12])[CH:8]=[C:7]([C:19]2[CH2:18][C:17]([CH3:25])([CH3:16])[CH2:22][CH:21]([CH3:23])[CH:20]=2)[C:6]=1[OH:15])([CH3:4])([CH3:3])[CH3:2]. Procedure: A mixture consisting of 30.9 g (0.15 mol) of 2,4-di-tert-butylphenol and 10.5 g (0.075 mol) of 3,3,5-trimethylcyclohexanone is melted together and is then saturated, with stirring, with hydrochloric acid gas at 35° C. After 24 hours, the reaction mixture is again saturated with hydrochloric acid gas and is then stirred for 20 hours. Subsequently, the green reaction mixture is diluted with hexane and washed with water and sodium chloride solution. The organic phase is dried over magnesium sulfate... Reactants: C1(=CC=CC=C1)C(C(C(=O)OC)=O)(C)C (Methyl 3-phenyl-3-methyl-2-oxobutanoate), crude material, hexanes ethyl acetate, ice water, [BH4-].[Na+] (Sodium borohydride). The solvent is CO (methanol). Reaction conditions: temperature 0 celsius, time 10 minute. Yields the product OC(C(=O)OC)C(C)(C1=CC=CC=C1)C (Methyl 2-hydroxy-3-methyl-3-phenylbutanoate). Reaction SMILES: [C:1]1([C:7]([CH3:15])([CH3:14])[C:8](=[O:13])[C:9]([O:11][CH3:12])=[O:10])[CH:6]=[CH:5][CH:4]=[CH:3][CH:2]=1.[BH4-].[Na+]>CO>[OH:13][CH:8]([C:7]([CH3:15])([C:1]1[CH:2]=[CH:3][CH:4]=[CH:5][CH:6]=1)[CH3:14])[C:9]([O:11][CH3:12])=[O:10] |f:1.2|. Reported procedure: Following a procedure found in the literature (Ferguson, C. G.; Money, T.; Pontillo, J.; Whitelaw, P. D. M.; Wong, M. K. C. Tetrahedron. 52(47), 1996, 14661-14627) a solution of methyl 3-phenyl-3-methyl-2-oxobutanoate (2.5 g, 12 mmol, from Reference Example 36) in methanol (144 mL) is cooled to 0° C. (ice water bath). Sodium borohydride (0.21 g, 5.5 mmol) is added in three portions over 3 minutes. The reaction mixture is stirred at 0° C. for 10 minutes and then at room temperature for 30 minutes...